Dataset: the Open Reaction Database (ORD), a public repository of structured organic reaction records. Task: describe an organic reaction: reactants, conditions, products, and yield The reactants are CN(C)C1(C#N)CCC2(CC1)OCCO2, CCOCC, [Cl-], Fc1ccccc1CCl, [Mg], [NH4+]. Yields the product CN(C)C1(Cc2ccccc2F)CCC2(CC1)OCCO2. RXN SMILES: [CH3:11][N:12]([C:13]1([C:23]#[N:24])[CH2:14][CH2:15][C:16]2([O:17][CH2:18][CH2:19][O:20]2)[CH2:21][CH2:22]1)[CH3:25].[CH3:28][CH2:29][O:30][CH2:31][CH3:32].[Cl-:26].[F:2][c:3]1[c:4]([CH2:5][Cl:6])[cH:7][cH:8][cH:9][cH:10]1.[Mg:1].[NH4+:27]>>[F:2][c:3]1[c:4]([CH2:5][C:13]2([N:12]([CH3:11])[CH3:25])[CH2:14][CH2:15][C:16]3([O:17][CH2:18][CH2:19][O:20]3)[CH2:21][CH2:22]2)[cH:7][cH:8][cH:9][cH:10]1. Starting materials: O (water), COC1=CC2=CC3=CC=CC=C3C=C2C=C1 (2-methoxyanthracene), CC(=O)C.C(=O)=O (acetone dry-ice), B(Br)(Br)Br (boron tribromide). The solvent is C(Cl)Cl (methylene chloride), C(Cl)Cl (methylene chloride), C(Cl)Cl (methylene chloride). Run at time 24 hour. The product is OC1=CC2=CC3=CC=CC=C3C=C2C=C1 (2-hydroxyanthracene). RXN SMILES: C[O:2][C:3]1[CH:16]=[CH:15][C:14]2[C:5](=[CH:6][C:7]3[C:12]([CH:13]=2)=[CH:11][CH:10]=[CH:9][CH:8]=3)[CH:4]=1.CC(C)=O.C(=O)=O.B(Br)(Br)Br.O>C(Cl)Cl>[OH:2][C:3]1[CH:16]=[CH:15][C:14]2[C:5](=[CH:6][C:7]3[C:12]([CH:13]=2)=[CH:11][CH:10]=[CH:9][CH:8]=3)[CH:4]=1 |f:1.2|. Procedure: A solution of 2 g of 2-methoxyanthracene and 25 ml methylene chloride were stirred and chilled at -70° C. (acetone/dry-ice bath) under a dry atmosphere. A solution of 60 ml of methylene chloride and 11 ml of 1N boron tribromide in methylene chloride was added slowly through a compensating addition funnel. The mixture was then allowed to warm slowly to ambient temperature under a dry atmosphere. After 24 hours, 20 ml of water were added and the mixture was extracted with ether (4×25 ml). A brown ... Starting materials: C(C)(=O)[O-].[K+] (potassium acetate), P(OC)(OC)[O-] (dimethyl phosphite), Cl (hydrochloric acid), C=O (formaldehyde), NCC(=O)O (glycine). Run in CO (methanol). Run at time 1 hour. The product is P(=O)(O)(O)CNCC(=O)O (N-phosphonomethyl glycine). RXN SMILES: [C:1]([O-:4])(=[O:3])[CH3:2].[K+].C=O.[NH2:8][CH2:9]C(O)=O.[P:13]([O-:18])([O:16]C)[O:14]C.Cl>CO>[P:13]([CH2:9][NH:8][CH2:2][C:1]([OH:4])=[O:3])([OH:18])([OH:16])=[O:14] |f:0.1|. Procedure: To a hot solution of 500 ml. methanol, 98 g. potassium acetate and 30 g. of formaldehyde 37.5 g. of glycine and 55 g. of dimethyl phosphite are added. The mixture is stirred for one hour at the boiling temperature. The mixture is cooled and under cooling 167 ml. conc. hydrochloric acid are added. The solution is stirred for 15 minutes at 5° C. and the precipitated salt is filtered off. One may further proceed as disclosed in Example 1. 54-55 g. of N-phosphonomethyl glycine are obtained. The qual... Reactants: O (water), C(CC(O)(C(=O)O)CC(=O)O)(=O)O (citric acid), COC(=O)[C@H]1N(C[C@H](C1)OC1=CC=CC=C1)S(=O)(=O)C1=CC(=C(C=C1)OC)OC (N-(3,4-dimethoxybenzenesulfonyl)-[(2S,4S)-4-phenoxy-2-pyrrolidinecarboxylic acid] methyl ester), [OH-].[Li+] (Lithium hydroxide). The solvent is O1CCCC1 (tetrahydrofuran), CO (methanol). Run at time 6 hour. Product: COC=1C=C(C=CC1OC)S(=O)(=O)N1[C@@H](C[C@@H](C1)OC1=CC=CC=C1)C(=O)O (N-(3,4-dimethoxybenzenesulfonyl)-[(2S,4S)-4-phenoxy-2-pyrrolidinecarboxylic acid]). Reaction SMILES: C[O:2][C:3]([C@@H:5]1[CH2:9][C@H:8]([O:10][C:11]2[CH:16]=[CH:15][CH:14]=[CH:13][CH:12]=2)[CH2:7][N:6]1[S:17]([C:20]1[CH:25]=[CH:24][C:23]([O:26][CH3:27])=[C:22]([O:28][CH3:29])[CH:21]=1)(=[O:19])=[O:18])=[O:4].O.[OH-].[Li+].C(O)(=O)CC(CC(O)=O)(C(O)=O)O>O1CCCC1.CO>[CH3:29][O:28][C:22]1[CH:21]=[C:20]([S:17]([N:6]2[CH2:7][C@@H:8]([O:10][C:11]3[CH:12]=[CH:13][CH:14]=[CH:15][CH:16]=3)[CH2:9][C@H:5]2[C:3]([OH:4])=[O:2])(=[O:19])=[O:18])[CH:25]=[CH:24][C:23]=1[O:26][CH3:27] |f:2.3|. Procedure details: N-(3,4-Dimethoxybenzenesulfonyl)-[(2S,4S)-4-phenoxy-2-pyrrolidinecarboxylic acid] methyl ester (9) (0.95 g, 2.25 mmol) is dissolved in 11 mL of 2:2:1 tetrahydrofuran:water:methanol. Lithium hydroxide (0.54 g, 22.5 mmol) is added and the solution stirred at ambient temperature for 6 hours. The reaction mixture is poured onto saturated citric acid solution (20 mL) and extracted with ethyl acetate (40 mL). The organic layer is isolated and washed successively with water (2×20 mL) and brine (20 mL)....